Dataset: the Open Reaction Database (ORD), a public repository of structured organic reaction records. Task: describe an organic reaction: reactants, conditions, products, and yield The product is ClC=1C=CC(=C(C(=O)O)C1)NC(COCC(=O)NC1=CC(=CC=C1)C=1OC=CC1)=O (5-chloro-2-([(2-([3-(furan-2-yl)phenyl]amino)-2-oxoethoxy)acetyl]amino)benzoic acid). RXN SMILES: Cl.[O:2]1[CH:6]=[CH:5][CH:4]=[C:3]1[C:7]1[CH:8]=[C:9]([CH:11]=[CH:12][CH:13]=1)[NH2:10].[Cl:14][C:15]1[CH:20]=[CH:19][C:18]([NH:21][C:22](=[O:29])[CH2:23][O:24][CH2:25][C:26](O)=[O:27])=[C:17]([C:30]([O:32]C)=[O:31])[CH:16]=1>>[Cl:14][C:15]1[CH:20]=[CH:19][C:18]([NH:21][C:22](=[O:29])[CH2:23][O:24][CH2:25][C:26]([NH:10][C:9]2[CH:11]=[CH:12][CH:13]=[C:7]([C:3]3[O:2][CH:6]=[CH:5][CH:4]=3)[CH:8]=2)=[O:27])=[C:17]([CH:16]=1)[C:30]([OH:32])=[O:31] |f:0.1|. Procedure: Using the same method as in Example 1-(ii), 3-(furan-2-yl)aniline.hydrochloride was reacted with the (2-([4-chloro-2-(methoxycarbonyl)phenyl]amino)-2-oxoethoxy)acetic acid obtained in Example 1-(i) to give 5-chloro-2-([(2-([3-(furan-2-yl)phenyl]amino)-2-oxoethoxy)acetyl]amino)benzoic acid.methyl ester (yield: 77%). Note that 3-(furan-2-yl)aniline.hydrochloride was neutralized in DMA by adding an equivalent amount of triethylamine, and then used in the reaction. Reactants: Cl.O1C(=CC=C1)C=1C=C(N)C=CC1 (3-(furan-2-yl)aniline.hydrochloride), ClC1=CC(=C(C=C1)NC(COCC(=O)O)=O)C(=O)OC ((2-([4-chloro-2-(methoxycarbonyl)phenyl]amino)-2-oxoethoxy)acetic acid).